From a dataset of the Open Reaction Database (ORD), a public repository of structured organic reaction records. describe an organic reaction: reactants, conditions, products, and yield The reactants are ClC1=CC=C(C(=O)C(CCCCC(=O)OCC)OC(=O)OC2=CC=CC=C2)C=C1 (Ethyl 6-(4-chlorobenzoyl)-6-phenoxycarbonyloxyhexanoate), C(C)(=O)[O-].[NH4+] (ammonium acetate), C(C)(=O)O (acetic acid). The solvent is O (Water). Product: ClC1=CC=C(C=C1)C=1NC(OC1CCCCC(=O)OCC)=O (ethyl 5-[4-(4-chlorophenyl)-2-oxo-4-oxazolin-5-yl]pentanoate). Isolated yield 70.9%. As a reaction SMILES: [Cl:1][C:2]1[CH:29]=[CH:28][C:5]([C:6]([CH:8]([O:18][C:19](OC2C=CC=CC=2)=[O:20])[CH2:9][CH2:10][CH2:11][CH2:12][C:13]([O:15][CH2:16][CH3:17])=[O:14])=O)=[CH:4][CH:3]=1.C([O-])(=O)C.[NH4+:34].C(O)(=O)C>O>[Cl:1][C:2]1[CH:29]=[CH:28][C:5]([C:6]2[NH:34][C:19](=[O:20])[O:18][C:8]=2[CH2:9][CH2:10][CH2:11][CH2:12][C:13]([O:15][CH2:16][CH3:17])=[O:14])=[CH:4][CH:3]=1 |f:1.2|. Reported procedure: Ethyl 6-(4-chlorobenzoyl)-6-phenoxycarbonyloxyhexanoate (32.3 g), ammonium acetate(29.7 g) and acetic acid(150 ml) was stirred for 1 hour under reflux. Water was added to the reaction mixture to give ethyl 5-[4-(4-chlorophenyl)-2-oxo-4-oxazolin-5-yl]pentanoate(17.7 g, 71%). This was recrystallized from acetone-isopropyl ether to give colorless needls. mp 143-144° C. The reactants are BrC1=C(C=NC=C1)C#N (4-bromo-3-cyanopyridine), CC1=CC=C(C=C1)B(O)O (4-methylphenylboronic acid). Yields the product C(#N)C=1C=NC=CC1C1=CC=C(C=C1)C (3-cyano-4-(4-methylphenyl)pridine). RXN SMILES: Br[C:2]1[CH:7]=[CH:6][N:5]=[CH:4][C:3]=1[C:8]#[N:9].[CH3:10][C:11]1[CH:16]=[CH:15][C:14](B(O)O)=[CH:13][CH:12]=1>>[C:8]([C:3]1[CH:4]=[N:5][CH:6]=[CH:7][C:2]=1[C:14]1[CH:15]=[CH:16][C:11]([CH3:10])=[CH:12][CH:13]=1)#[N:9]. Reported procedure: Synthetic Scheme XXVII shows the 5-step preparation of the alkylating reagent 4-(4-bromomethylphenyl)-3-cyanopyridine (73) from 4-bromopyridine (74) (Aldrich). In step 1, the ortho-bromo carbanion was generated with LDA in THF at -78° C. and reacted with anhydrous DMF to give 4-bromo-3-carboxaldehyde 75. In step 2, the aldehyde 75 was reacted with hydroxylamine to give the oxime 76. In step 3, the oxime 76 was dehydrated with 1,1'-carbonyldiimidazole in methylene chloride at reflux to give 4-bro...